Dataset: the Open Reaction Database (ORD), a public repository of structured organic reaction records. Task: describe an organic reaction: reactants, conditions, products, and yield Reactants: FC1(CCC(CC1)(O)CNC(=O)C=1C=2C=CC(=NC2C=CC1Cl)Cl)F (2,6-dichloro-quinoline-5-carboxylic acid (4,4-difluoro-1-hydroxycyclohexylmethyl)-amide), CCN(C(C)C)C(C)C (DIPEA), OCCC1CNCC1 (3-hydroxyethyl-pyrrolidine). Reported procedure: The title compound was synthesized according to the procedure described in example 1 using 2,6-dichloro-quinoline-5-carboxylic acid (4,4-difluoro-1-hydroxycyclohexylmethyl)-amide, DIPEA and 3-hydroxyethyl-pyrrolidine. 1H NMR (400 MHz, DMSO-d6) δ ppm 7.75 (1H), 7.48 (2H), 6.69 (1H), 4.62 (m, 1H), 3.71-3.66 (m, 2H), 3.49 (m, 2H), 3.32 (m, 2H), 2.44 (m, 2H), 2.06 (m, 2H), 1.85 (m, 2H), 1.74-1.76 (m, 5H), 1.30 (m, 2H), 1.13 (m, 3H). m/z: 452 [M+H] RXN SMILES: [F:1][C:2]1([F:25])[CH2:7][CH2:6][C:5]([CH2:9][NH:10][C:11]([C:13]2[C:14]3[CH:15]=[CH:16][C:17](Cl)=[N:18][C:19]=3[CH:20]=[CH:21][C:22]=2[Cl:23])=[O:12])(O)[CH2:4][CH2:3]1.CC[N:28]([CH:32]([CH3:34])C)[CH:29]([CH3:31])C.[OH:35][CH2:36][CH2:37]C1CCNC1>>[F:1][C:2]1([F:25])[CH2:7][CH2:6][CH:5]([CH2:9][NH:10][C:11]([C:13]2[C:14]3[CH:15]=[CH:16][C:17]([N:28]4[CH2:29][CH2:31][CH:34]([CH:36]([OH:35])[CH3:37])[CH2:32]4)=[N:18][C:19]=3[CH:20]=[CH:21][C:22]=2[Cl:23])=[O:12])[CH2:4][CH2:3]1. Product: FC1(CCC(CC1)CNC(=O)C=1C=2C=CC(=NC2C=CC1Cl)N1CC(CC1)C(C)O)F (6-Chloro-2-(3-(1-hydroxyethyl)-pyrrolidin-1-yl)-quinoline-5-carboxylic acid (4,4-difluoro-cyclohexylmethyl)-amide). Product: C(C)NC(=O)C1CCN(CC1)C1=CC(=NC2=CC=C(C=C12)F)C1=CC=CC=C1 (N-ethyl-1-[6-fluoro-2-phenyl-4-quinolinyl]-4-piperidinecarboxamide). As a reaction SMILES: [F:1][C:2]1[CH:3]=[C:4]2[C:9](=[CH:10][CH:11]=1)[N:8]=[C:7]([C:12]1[CH:17]=[CH:16][CH:15]=[CH:14][CH:13]=1)[CH:6]=[C:5]2[N:18]1[CH2:23][CH2:22][CH:21]([C:24](Cl)=[O:25])[CH2:20][CH2:19]1.[CH2:27]([NH2:29])[CH3:28]>>[CH2:27]([NH:29][C:24]([CH:21]1[CH2:22][CH2:23][N:18]([C:5]2[C:4]3[C:9](=[CH:10][CH:11]=[C:2]([F:1])[CH:3]=3)[N:8]=[C:7]([C:12]3[CH:17]=[CH:16][CH:15]=[CH:14][CH:13]=3)[CH:6]=2)[CH2:19][CH2:20]1)=[O:25])[CH3:28]. Procedure details: In a manner analogous to that of Example 1(e) but using 1-[(6-fluoro-2-phenyl-4-quinolinyl]-4-piperidinecarbonyl chloride and ethylamine as starting materials the named compound was obtained as cream-colored needles, mp 225°-227° dec after recrystallization from methanol. Reactants: FC=1C=C2C(=CC(=NC2=CC1)C1=CC=CC=C1)N1CCC(CC1)C(=O)Cl ((6-fluoro-2-phenyl-4-quinolinyl]-4-piperidinecarbonyl chloride), C(C)N (ethylamine). Reactants: FC=1C=2N(C=CC1C(C)(C)O)C=CN2 (2-(8-Fluoroimidazo[1,2-α]pyridin-7-yl)propan-2-ol), BrC=1C=C(C=CC1F)C=1C(=CC(=CC1)F)C#N (3′-bromo-4,4′-difluorobiphenyl-2-carbonitrile). Yields the product FC=1C=C(C(=CC1)C1=CC(=C(C=C1)F)C1=CN=C2N1C=CC(=C2F)C(C)(C)O)C#N (4,4′-difluoro-3′-[8-fluoro-7-(1-hydroxy-1-methylethyl)imidazo[1,2-α]pyridin-3-yl]biphenyl-2-carbonitrile). The yield is 6.0%. RXN SMILES: [F:1][C:2]1[C:3]2[N:4]([CH:12]=[CH:13][N:14]=2)[CH:5]=[CH:6][C:7]=1[C:8]([OH:11])([CH3:10])[CH3:9].Br[C:16]1[CH:17]=[C:18]([C:23]2[C:24]([C:30]#[N:31])=[CH:25][C:26]([F:29])=[CH:27][CH:28]=2)[CH:19]=[CH:20][C:21]=1[F:22]>>[F:29][C:26]1[CH:25]=[C:24]([C:30]#[N:31])[C:23]([C:18]2[CH:17]=[CH:16][C:21]([F:22])=[C:20]([C:12]3[N:4]4[CH:5]=[CH:6][C:7]([C:8]([OH:11])([CH3:10])[CH3:9])=[C:2]([F:1])[C:3]4=[N:14][CH:13]=3)[CH:19]=2)=[CH:28][CH:27]=1. Procedure: 2-(8-Fluoroimidazo[1,2-α]pyridin-7-yl)propan-2-ol was coupled to 3′-bromo-4,4′-difluorobiphenyl-2-carbonitrile (prepared in the same way as in Example 2) as described in Example 6 to give 4,4′-difluoro-3′-[8-fluoro-7-(1-hydroxy-1-methylethyl)imidazo[1,2-α]pyridin-3-yl]biphenyl-2-carbonitrile (trifluoroacetate salt) as an off-white solid (23 mg, 6%); m/z (ES+) 408 [MH+].